Dataset: the Open Reaction Database (ORD), a public repository of structured organic reaction records. Task: describe an organic reaction: reactants, conditions, products, and yield The reactants are C=CCBr, CO, CC(=O)CC(C)=O, [Na+], [OH-]. Yields the product C=CCC(C(C)=O)C(C)=O. RXN SMILES: [CH2:10]([CH:11]=[CH2:12])[Br:13].[CH3:14][OH:15].[CH3:3][C:4](=[O:5])[CH2:6][C:7]([CH3:8])=[O:9].[Na+:2].[OH-:1]>>[CH3:3][C:4](=[O:5])[CH:6]([C:7]([CH3:8])=[O:9])[CH2:12][CH:11]=[CH2:10]. The reagents and catalysts are [Cl-].C(CCC)[N+](CCCC)(CCCC)CCCC (Tetrabutylammonium chloride). Reactants: C(O)([O-])=O.[Na+] (sodium hydrogen carbonate), ClC1=C(C(=CC=C1)Cl)N1N=C2C(C=[N+](C=C2)[O-])=C1 (2-(2,6-Dichlorophenyl)-2H-pyrazolo[4,3-c]pyridine 5-oxide), P(=O)(Cl)(Cl)Cl (phosphorous oxychloride). RXN SMILES: [Cl:1][C:2]1[CH:7]=[CH:6][CH:5]=[C:4]([Cl:8])[C:3]=1[N:9]1[CH:18]=[C:12]2[CH:13]=[N+:14]([O-])[CH:15]=[CH:16][C:11]2=[N:10]1.P(Cl)(Cl)([Cl:21])=O.C(=O)([O-])O.[Na+]>[Cl-].C([N+](CCCC)(CCCC)CCCC)CCC.C(OCC)(=O)C>[Cl:21][C:13]1[C:12]2=[CH:18][N:9]([C:3]3[C:2]([Cl:1])=[CH:7][CH:6]=[CH:5][C:4]=3[Cl:8])[N:10]=[C:11]2[CH:16]=[CH:15][N:14]=1 |f:2.3,4.5|. Product: ClC1=NC=CC=2C1=CN(N2)C2=C(C=CC=C2Cl)Cl (4-Chloro-2-(2,6-dichlorophenyl)-2H-pyrazolo[4,3-c]pyridine). Procedure details: 2-(2,6-Dichlorophenyl)-2H-pyrazolo[4,3-c]pyridine 5-oxide (1.12 g, 4 mmol) was slowly added to phosphorous oxychloride (8 mL). Tetrabutylammonium chloride (1.11 g, 4 mmol) was then added. The reaction mixture was heated at 80° C. for 5 hours and then cooled to room temperature. The reaction was poured into a mixture of ethyl acetate and sodium hydrogen carbonate (sat. aq.) and the layers were partitioned. The organic layer was washed with sodium hydrogen carbonate (sat. aq.) and brine, dried ove... Isolated yield 49.0%. The solvent is C(C)(=O)OCC (ethyl acetate). Run at temperature 80 celsius.